describe an organic reaction: reactants, conditions, products, and yield From a dataset of the Open Reaction Database (ORD), a public repository of structured organic reaction records. The reactants are ClC1=CC(NC(N1CC1=C(C#N)C=CC=C1)=O)=O (2-(6-Chloro-2,4-dioxo-3,4-dihydro-2H-pyrimidin-1-ylmethyl)-benzonitrile), C(C1=CC=CC=C1)(=O)O.NC1CN(CCC1)C1=CC(N(C(N1CC1=C(C#N)C=CC=C1)=O)C)=O (2-[6-(3-amino-piperidin-1-yl)-3-methyl-2,4-dioxo-3,4-dihydro-2H-pyrimidin-1-ylmethyl]-benzonitrile benzoate). Product: N[C@H]1CN(CCC1)C1=CC(NC(N1CC1=C(C#N)C=CC=C1)=O)=O (2-{6-[3(R)-Amino-piperidin-1-yl]-2,4-dioxo-3,4-dihydro-2H-pyrimidin-1-ylmethyl}-benzonitrile). As a reaction SMILES: ClC1N(CC2C=CC=CC=2C#N)C(=O)NC(=O)C=1.C(O)(=O)C1C=CC=CC=1.[NH2:28][CH:29]1[CH2:34][CH2:33][CH2:32][N:31]([C:35]2[N:40]([CH2:41][C:42]3[CH:49]=[CH:48][CH:47]=[CH:46][C:43]=3[C:44]#[N:45])[C:39](=[O:50])[N:38](C)[C:37](=[O:52])[CH:36]=2)[CH2:30]1>>[NH2:28][C@@H:29]1[CH2:34][CH2:33][CH2:32][N:31]([C:35]2[N:40]([CH2:41][C:42]3[CH:49]=[CH:48][CH:47]=[CH:46][C:43]=3[C:44]#[N:45])[C:39](=[O:50])[NH:38][C:37](=[O:52])[CH:36]=2)[CH2:30]1 |f:1.2|. Procedure: The title compound 6 was prepared from compound 2 by the procedure used in preparation of compound 4. 1H-NMR (400 MHz, CDCl3-CD3OD 10:1): δ 7.65 (d, J=7.5 Hz, 1H), 7.58 (t, J=7.8 Hz, 1H), 7.39 (t, J=7.5 Hz, 1H), 7.27 (d, J=7.8 Hz, 1H), 5.32 (s, 1H), 5.13-5.13 (ABq, 2H, J=30.0, 15.0 Hz), 3.39 (m, 2H), 2.95 (m, 2H), 2.69 (m, 1H), 2.12 (m, 1H), 1.85 (m, 1H), 1.64 (m, 2H). MS (ES) [m+H] calc'd for C17H20N5O2, 326.2; found, 326.2. The reactants are [H-].[Na+] (sodium hydride), NC1=NC(=CC(=N1)C)O (2-Amino-4-methyl-6-hydroxypyrimidine), C(C1=CC=CC=C1)Cl (Benzyl chloride). Solvent: CN(C=O)C (dimethylformamide). Conditions: temperature 75 celsius, time 2 hour. Product: NC1=NC(=CC(=N1)C)OCC1=CC=CC=C1 (2-Amino-4-methyl-6-benzyloxypyrimidine). Reaction SMILES: [NH2:1][C:2]1[N:7]=[C:6]([CH3:8])[CH:5]=[C:4]([OH:9])[N:3]=1.[H-].[Na+].[CH2:12](Cl)[C:13]1[CH:18]=[CH:17][CH:16]=[CH:15][CH:14]=1>CN(C)C=O>[NH2:1][C:2]1[N:7]=[C:6]([CH3:8])[CH:5]=[C:4]([O:9][CH2:12][C:13]2[CH:18]=[CH:17][CH:16]=[CH:15][CH:14]=2)[N:3]=1 |f:1.2|. Procedure: 2-Amino-4-methyl-6-hydroxypyrimidine (62.5 g., 0.50 mole) is dissolved in 500 ml of dimethylformamide and sodium hydride (0.5 mole) is added over a 1 hour period under a nitrogen atmosphere. The mixture is heated at 75° C. for 11/2 hours. Benzyl chloride (69.3 g., 0.55 moles) is then added over 15 minutes and the mixture is heated at 90° C. and stirred for 11/2 hours. After cooling, the reaction mixture is filtered and concentrated under vacuum to an oil from which 2-amino-4-methyl-6-benzyloxypy... Starting materials: O (water), C(C1=CC=CC=C1)N1N=C2C=C(C=CC2=C1)C=1C=C(N2N=CN=C(C21)N)CCCN2CCNCC2 (5-(2-Benzyl-2H-indazol-6-yl)-7-(3-piperazin-1-yl-propyl)pyrrolo-[2,1-f][1,2,4]triazin-4-ylamine), ClCC(C)=O (chloroacetone), C(=O)([O-])[O-].[K+].[K+] (K2CO3). The solvent is CN(C)C=O (DMF). Conditions: temperature 50 celsius. The product is NC1=NC=NN2C1=C(C=C2CCCN2CCN(CC2)CC(C)=O)C=2C=CC1=CN(N=C1C2)CC2=CC=CC=C2 (1-(4-{3-[4-Amino-5-(2-benzyl-2H-indazol-6-yl)-pyrrolo[2,1-f][1,2,4]triazin-7-yl]-propyl}-piperazin-1-yl)-propan-2-one). The yield is 12.9%. RXN SMILES: [CH2:1]([N:8]1[CH:16]=[C:15]2[C:10]([CH:11]=[C:12]([C:17]3[CH:18]=[C:19]([CH2:27][CH2:28][CH2:29][N:30]4[CH2:35][CH2:34][NH:33][CH2:32][CH2:31]4)[N:20]4[C:25]=3[C:24]([NH2:26])=[N:23][CH:22]=[N:21]4)[CH:13]=[CH:14]2)=[N:9]1)[C:2]1[CH:7]=[CH:6][CH:5]=[CH:4][CH:3]=1.C([O-])([O-])=O.[K+].[K+].Cl[CH2:43][C:44](=[O:46])[CH3:45].O>CN(C=O)C>[NH2:26][C:24]1[C:25]2=[C:17]([C:12]3[CH:13]=[CH:14][C:15]4[C:10]([CH:11]=3)=[N:9][N:8]([CH2:1][C:2]3[CH:7]=[CH:6][CH:5]=[CH:4][CH:3]=3)[CH:16]=4)[CH:18]=[C:19]([CH2:27][CH2:28][CH2:29][N:30]3[CH2:35][CH2:34][N:33]([CH2:43][C:44](=[O:46])[CH3:45])[CH2:32][CH2:31]3)[N:20]2[N:21]=[CH:22][N:23]=1 |f:1.2.3|. Reported procedure: 5-(2-Benzyl-2H-indazol-6-yl)-7-(3-piperazin-1-yl-propyl)pyrrolo-[2,1-f][1,2,4]triazin-4-ylamine (75 mg, 0.16 mmol) was dissolved in anhydrous DMF (3.2 mL) and treated with K2CO3 (33 mg, 0.24 mmol) followed by the addition of chloroacetone (15 μL, 0.19 mmol). The mixture was heated to 50° C. for 18 h, cooled to rt and poured into water. The aqueous layer was extracted with 3×10 mL of EtOAc and the combined organic phases were washed with brine, dried (Na2SO4), filtered and concentrated in vacuo. ... Run at time 5 hour. RXN SMILES: [CH:1]1([N:4]2[C:12]3[C:7](=[C:8]([O:16][CH3:17])[CH:9]=[C:10]([C:13]([OH:15])=O)[CH:11]=3)[C:6]([CH3:18])=[CH:5]2)[CH2:3][CH2:2]1.Cl.Cl.[Br:21][C:22]1[CH:23]=[C:24]([C:28]2[CH:29]=[C:30]3[C:40](=[CH:41][CH:42]=2)[O:39][C:33]2([CH2:38][CH2:37][NH:36][CH2:35][CH2:34]2)[CH2:32][C:31]3=[O:43])[CH:25]=[N:26][CH:27]=1.CCN=C=NCCCN(C)C.Cl.C1C=CC2N(O)N=NC=2C=1>C(OCC)(=O)C.CN(C=O)C.C(N(CC)CC)C>[Br:21][C:22]1[CH:23]=[C:24]([C:28]2[CH:29]=[C:30]3[C:40](=[CH:41][CH:42]=2)[O:39][C:33]2([CH2:34][CH2:35][N:36]([C:13]([C:10]4[CH:11]=[C:12]5[C:7]([C:6]([CH3:18])=[CH:5][N:4]5[CH:1]5[CH2:2][CH2:3]5)=[C:8]([O:16][CH3:17])[CH:9]=4)=[O:15])[CH2:37][CH2:38]2)[CH2:32][C:31]3=[O:43])[CH:25]=[N:26][CH:27]=1 |f:1.2.3,4.5|. Solvent: CN(C)C=O (DMF), C(C)N(CC)CC (Triethylamine), C(C)(=O)OCC (ethyl acetate). Reactants: C1(CC1)N1C=C(C2=C(C=C(C=C12)C(=O)O)OC)C (1-cyclopropyl-4-methoxy-3-methyl-1H-indole-6-carboxylic acid), Cl.Cl.BrC=1C=C(C=NC1)C=1C=C2C(CC3(CCNCC3)OC2=CC1)=O (6-(5-bromo-3-pyridinyl)spiro-[chroman-2,4′-piperidin]-4-one dihydrochloride), CCN=C=NCCCN(C)C.Cl (WSC hydrochloride), C=1C=CC2=C(C1)N=NN2O (HOBT). Product: BrC=1C=C(C=NC1)C=1C=C2C(CC3(CCN(CC3)C(=O)C3=CC(=C4C(=CN(C4=C3)C3CC3)C)OC)OC2=CC1)=O (6-(5-bromopyridin-3-yl)-1′-[(1-cyclopropyl-4-methoxy-3-methyl-1H-indol-6-yl)carbonyl]spiro[chroman-2,4′-piperidin]-4-one). Reported procedure: Triethylamine (0.33 mL) was added to a DMF (7.5 mL) solution of 1-cyclopropyl-4-methoxy-3-methyl-1H-indole-6-carboxylic acid (147 mg), 6-(5-bromo-3-pyridinyl)spiro-[chroman-2,4′-piperidin]-4-one dihydrochloride (268 mg), WSC hydrochloride (164 mg) and HOBT (110 mg), and stirred at r.t. for 5 h. This reaction mixture was diluted with ethyl acetate, then washed with water, aqueous saturated sodium bicarbonate and saturated saline water in that order, and dried with sodium sulfate. This was filtere...